This data is from the Open Reaction Database (ORD), a public repository of structured organic reaction records. The task is: describe an organic reaction: reactants, conditions, products, and yield Starting materials: FC=1C=C(C=C(C1)F)CC(=O)N[C@@H](C)C(=O)O (N-(3,5-Difluorophenylacetyl)-L-alanine), NC1C(NC(C2=CC=CC=C12)C1=CC=NC=C1)=O (4-Amino-1-(pyrid-4-yl)-1,2,3,4-tetrahydroisoquinolin-3-one), C3, N1C(CC2=CC=CC=C12)=O (indolinone). Product: FC=1C=C(C=C(C1)F)CC(=O)N[C@@H](C)C(=O)C1(C(N(C2=CC=CC=C12)C)=O)N (3-[N′-(3,5-Difluorophenylacetyl)-L-alaninyl]-amino-1-methyl-2-indolinone). As a reaction SMILES: [F:1][C:2]1[CH:3]=[C:4]([CH2:9][C:10]([NH:12][C@H:13]([C:15]([OH:17])=O)[CH3:14])=[O:11])[CH:5]=[C:6]([F:8])[CH:7]=1.[NH2:18][CH:19]1[C:28]2[C:23](=[CH:24][CH:25]=[CH:26][CH:27]=2)[CH:22](C2C=CN=CC=2)[NH:21][C:20]1=[O:35].N1C2C(=CC=CC=2)CC1=O>>[F:8][C:6]1[CH:5]=[C:4]([CH2:9][C:10]([NH:12][C@H:13]([C:15]([C:19]2([NH2:18])[C:28]3[C:23](=[CH:24][CH:25]=[CH:26][CH:27]=3)[N:21]([CH3:22])[C:20]2=[O:35])=[O:17])[CH3:14])=[O:11])[CH:3]=[C:2]([F:1])[CH:7]=1. Procedure details: Following General Procedure I above using N-(3,5-difluorophenylacetyl)-L-alanine (Example B) and 3-amino-1-methyl-2-indolinone monohydrochloride (Example 5-B), the title compound, as a ˜1:1 diastereomeric mixture at C3 of the indolinone, was prepared as a white solid having a decomposition point of 215-220° C. Purification was by flash chromatography eluting with 3:1 CH2Cl2/EtOAc gradient to straight EtOAc followed by recrystalization from CHCl3. Rf=0.16 and 0.22 (EtOAc). Starting materials: O=S(=O)(Cl)c1ccccc1F, CC(C)n1cc(C(=O)c2cccc(N)n2)c2c(N)ncnc21, c1ccncc1. Yields the product CC(C)n1cc(C(=O)c2cccc(NS(=O)(=O)c3ccccc3F)n2)c2c(N)ncnc21. Reaction SMILES: [F:1][c:2]1[c:3]([S:8](=[O:9])(=[O:10])[Cl:11])[cH:4][cH:5][cH:6][cH:7]1.[NH2:12][c:13]1[c:14]2[c:15]([n:16][cH:17][n:18]1)[n:19]([CH:31]([CH3:32])[CH3:33])[cH:20][c:21]2[C:22](=[O:23])[c:24]1[n:25][c:26]([NH2:30])[cH:27][cH:28][cH:29]1.[cH:34]1[cH:35][cH:36][n:37][cH:38][cH:39]1>>[F:1][c:2]1[c:3]([S:8](=[O:9])(=[O:10])[NH:30][c:26]2[n:25][c:24]([C:22]([c:21]3[c:14]4[c:13]([NH2:12])[n:18][cH:17][n:16][c:15]4[n:19]([CH:31]([CH3:32])[CH3:33])[cH:20]3)=[O:23])[cH:29][cH:28][cH:27]2)[cH:4][cH:5][cH:6][cH:7]1. The reactants are ClC(Cl)Cl, O=C1CCC(=O)N1Br, O=Cc1ccc(-c2nc3nccn3cc2-c2ccccc2)cc1. Yields the product O=Cc1ccc(-c2nc3ncc(Br)n3cc2-c2ccccc2)cc1. As a reaction SMILES: [CH:32]([Cl:33])([Cl:34])[Cl:35].[O:24]=[C:25]1[N:26]([Br:31])[C:27](=[O:28])[CH2:29][CH2:30]1.[c:1]1(-[c:7]2[c:8](-[c:16]3[cH:17][cH:18][c:19]([CH:20]=[O:21])[cH:22][cH:23]3)[n:9][c:10]3[n:11]([cH:12]2)[cH:13][cH:14][n:15]3)[cH:2][cH:3][cH:4][cH:5][cH:6]1>>[c:1]1(-[c:7]2[c:8](-[c:16]3[cH:17][cH:18][c:19]([CH:20]=[O:21])[cH:22][cH:23]3)[n:9][c:10]3[n:11]([cH:12]2)[c:13]([Br:31])[cH:14][n:15]3)[cH:2][cH:3][cH:4][cH:5][cH:6]1.